This data is from the Open Reaction Database (ORD), a public repository of structured organic reaction records. The task is: describe an organic reaction: reactants, conditions, products, and yield Starting materials: NH4OAc, [O-]Cl=O.[Na+] (NaClO2), NaH2PO4 ·H2O, C1(CCCC1)OC=1C=C(C=CC1OC)[C@H](CC1=CC=NC=C1)C1=CC=C(C=O)C=C1 ((R)-4-[1-(3-Cyclopentyloxy-4-methoxyphenyl)-2-(4-pyridyl)ethyl]benzaldehyde), CC(C)=CC (2-methyl-2-butene). Run in O (water), CC(C)(C)O (t-BuOH). Product: C1(CCCC1)OC=1C=C(C=CC1OC)[C@H](CC1=CC=NC=C1)C1=CC=C(C(=O)O)C=C1 ((R)-4-[1-(3-Cyclopentyloxy-4-methoxyphenyl)-2-(4-pyridyl)ethyl]benzoic acid). Yield: 101.8%. As a reaction SMILES: [O-:1]Cl=O.[Na+].[CH:5]1([O:10][C:11]2[CH:12]=[C:13]([C@@H:19]([C:27]3[CH:34]=[CH:33][C:30]([CH:31]=[O:32])=[CH:29][CH:28]=3)[CH2:20][C:21]3[CH:26]=[CH:25][N:24]=[CH:23][CH:22]=3)[CH:14]=[CH:15][C:16]=2[O:17][CH3:18])[CH2:9][CH2:8][CH2:7][CH2:6]1.CC(=CC)C>O.CC(O)(C)C>[CH:5]1([O:10][C:11]2[CH:12]=[C:13]([C@@H:19]([C:27]3[CH:28]=[CH:29][C:30]([C:31]([OH:1])=[O:32])=[CH:33][CH:34]=3)[CH2:20][C:21]3[CH:22]=[CH:23][N:24]=[CH:25][CH:26]=3)[CH:14]=[CH:15][C:16]=2[O:17][CH3:18])[CH2:6][CH2:7][CH2:8][CH2:9]1 |f:0.1|. Procedure: A solution of NaClO2 (149 mg, 1.64 mmol) and NaH2PO4 ·H2O (227 mg, 1.64 mmol) in water (1 mL) was added to a solution of aldehyde from Step 3 (508 mg, 1.27 mmol) and 2-methyl-2-butene (0.94 mL, 8.9 mmol) in t-BuOH (6 mL). The reaction mixture was stirred at room temperature for 19 hours before 25% aqueous NH4OAc was added. The mixture was then extracted twice with EtOAc. The organic phase was washed with brine, dried (MgSO4) and evaporated to afford the title compound as a white solid (540 mg). ...